From a dataset of the Open Reaction Database (ORD), a public repository of structured organic reaction records. describe an organic reaction: reactants, conditions, products, and yield The reactants are CC1CN(Cc2cc(Cl)ccc2OCC(=O)O)CCN1S(=O)(=O)Cc1ccccc1, O=C(Cl)Cc1ccc(Cl)cc1. Yields the product CC1CN(Cc2cc(Cl)ccc2OCC(=O)O)CCN1C(=O)Cc1ccc(Cl)cc1. RXN SMILES: [Cl:1][c:2]1[cH:3][c:4]([CH2:13][N:14]2[CH2:15][CH:16]([CH3:30])[N:17]([S:20]([CH2:21][c:22]3[cH:23][cH:24][cH:25][cH:26][cH:27]3)(=[O:28])=[O:29])[CH2:18][CH2:19]2)[c:5]([O:6][CH2:7][C:8](=[O:9])[OH:10])[cH:11][cH:12]1.[Cl:31][c:32]1[cH:33][cH:34][c:35]([CH2:38][C:39](=[O:40])[Cl:41])[cH:36][cH:37]1>>[Cl:1][c:2]1[cH:3][c:4]([CH2:13][N:14]2[CH2:15][CH:16]([CH3:30])[N:17]([C:39]([CH2:38][c:35]3[cH:34][cH:33][c:32]([Cl:31])[cH:37][cH:36]3)=[O:40])[CH2:18][CH2:19]2)[c:5]([O:6][CH2:7][C:8](=[O:9])[OH:10])[cH:11][cH:12]1.